From a dataset of the Open Reaction Database (ORD), a public repository of structured organic reaction records. describe an organic reaction: reactants, conditions, products, and yield The reactants are CN1C=CC2=CC(=CC=C12)C=C (1-Methyl-5-vinyl-1H-indole), O1CCOCC1 (dioxane). Run in C(C)OCC (diethyl ether). Conditions: time 12 hour. Yields the product C1(CC1)C=1C=C2C=CN(C2=CC1)C (5-Cyclopropyl-1-methyl-1H-indole). Isolated yield 96.0%. RXN SMILES: [CH3:1][N:2]1[C:10]2[C:5](=[CH:6][C:7]([CH:11]=[CH2:12])=[CH:8][CH:9]=2)[CH:4]=[CH:3]1.O1CCOC[CH2:14]1>C(OCC)C>[CH:11]1([C:7]2[CH:6]=[C:5]3[C:10](=[CH:9][CH:8]=2)[N:2]([CH3:1])[CH:3]=[CH:4]3)[CH2:14][CH2:12]1. Procedure: To a solution of 1-Methyl-5-vinyl-1H-indole (290 mg, 1.84 mmol) in dioxane (5 mL) was cooled at 0° C. and solution of CH2N2 in diethyl ether was added. The reaction mixture was allowed to warm to room temperature and stirred for 12 h. The solvents were evaporated and the residue was purified by column chromatography (ethyl acetate:hexane; 5:95) to give a product (305 mg, 96%). 1H NMR (CDCl3, 400 MHz) 0.68 (m, 2H), 0.88 (m, 2H), 2.00 (m, 1H), 3.71 (s, 1H), 6.37 (d, J=2.9 Hz, 1H), 6.97 (m, 2H), 7.... Starting materials: CCCC[N+](CCCC)(CCCC)CCCC, C1CCOC1, [F-], CC1C(c2cc(C(F)(F)F)cc(C(F)(F)F)c2)OC(=O)N1Cc1cc(C(F)(F)F)ccc1-c1ccn([Si](C(C)C)(C(C)C)C(C)C)c1. Product: CC1C(c2cc(C(F)(F)F)cc(C(F)(F)F)c2)OC(=O)N1Cc1cc(C(F)(F)F)ccc1-c1cc[nH]c1. RXN SMILES: [CH2:49]([N+:50]([CH2:51][CH2:52][CH2:53][CH3:54])([CH2:55][CH2:56][CH2:57][CH3:58])[CH2:59][CH2:60][CH2:61][CH3:62])[CH2:63][CH2:64][CH3:65].[CH2:66]1[O:67][CH2:68][CH2:69][CH2:70]1.[F-:48].[F:1][C:2]([c:3]1[cH:4][c:5]([CH:13]2[CH:14]([CH3:45])[N:15]([CH2:19][c:20]3[c:21](-[c:30]4[cH:31][n:32]([Si:35]([CH:36]([CH3:37])[CH3:38])([CH:39]([CH3:40])[CH3:41])[CH:42]([CH3:43])[CH3:44])[cH:33][cH:34]4)[cH:22][cH:23][c:24]([C:26]([F:27])([F:28])[F:29])[cH:25]3)[C:16](=[O:18])[O:17]2)[cH:6][c:7]([C:9]([F:10])([F:11])[F:12])[cH:8]1)([F:46])[F:47]>>[F:1][C:2]([c:3]1[cH:4][c:5]([CH:13]2[CH:14]([CH3:45])[N:15]([CH2:19][c:20]3[c:21](-[c:30]4[cH:31][nH:32][cH:33][cH:34]4)[cH:22][cH:23][c:24]([C:26]([F:27])([F:28])[F:29])[cH:25]3)[C:16](=[O:18])[O:17]2)[cH:6][c:7]([C:9]([F:10])([F:11])[F:12])[cH:8]1)([F:46])[F:47]. The reactants are CC(C)N1CCC(Nc2ccccc2)CC1, [Na+], [Na+], O=C([O-])[O-], O=C(Cl)Cc1ccccc1, c1ccccc1. The product is CC(C)N1CCC(N(C(=O)Cc2ccccc2)c2ccccc2)CC1, Cl. Reaction SMILES: [CH3:1][CH:2]([CH3:3])[N:4]1[CH2:5][CH2:6][CH:7]([NH:10][c:11]2[cH:12][cH:13][cH:14][cH:15][cH:16]2)[CH2:8][CH2:9]1.[Na+:17].[Na+:18].[O-:19][C:20](=[O:21])[O-:22].[c:23]1([CH2:29][C:30](=[O:31])[Cl:32])[cH:24][cH:25][cH:26][cH:27][cH:28]1.[cH:33]1[cH:34][cH:35][cH:36][cH:37][cH:38]1>>[CH3:1][CH:2]([CH3:3])[N:4]1[CH2:5][CH2:6][CH:7]([N:10]([c:11]2[cH:12][cH:13][cH:14][cH:15][cH:16]2)[C:30]([CH2:29][c:23]2[cH:24][cH:25][cH:26][cH:27][cH:28]2)=[O:31])[CH2:8][CH2:9]1.[ClH:32].